From a dataset of the Open Reaction Database (ORD), a public repository of structured organic reaction records. describe an organic reaction: reactants, conditions, products, and yield Starting materials: BrCCCCn1ccnc1, Br, O=C1NC(=O)c2ccccc21, [K], CN(C)C=O. The product is O=C1c2ccccc2C(=O)N1CCCCn1ccnc1. As a reaction SMILES: [Br:14][CH2:15][CH2:16][CH2:17][CH2:18][n:19]1[cH:20][n:21][cH:22][cH:23]1.[BrH:13].[C:1]1(=[O:11])[c:2]2[c:3]([cH:7][cH:8][cH:9][cH:10]2)[C:4](=[O:6])[NH:5]1.[K:12].[O:24]=[CH:25][N:26]([CH3:27])[CH3:28]>>[C:1]1(=[O:11])[c:2]2[c:3]([cH:7][cH:8][cH:9][cH:10]2)[C:4](=[O:6])[N:5]1[CH2:15][CH2:16][CH2:17][CH2:18][n:19]1[cH:20][n:21][cH:22][cH:23]1.